From a dataset of the Open Reaction Database (ORD), a public repository of structured organic reaction records. describe an organic reaction: reactants, conditions, products, and yield Starting materials: Br\C(\C(=O)OC(C)(C)C)=C/C1=C(N(C2=CC(=CC(=C12)Cl)Cl)S(=O)(=O)C1=CC=C(C=C1)C)C(=O)OCC ((Z)-2-bromo-3-(1-p-toluenesulfonyl-2-carboethoxy-4,6-dichloroindol-3-yl)propenoic acid, t-butyl ester), S1C=C(C=C1)B(O)O (thiophene-3-boronic acid), C([O-])([O-])=O.[K+].[K+] (potassium carbonate), O1C(=CC=C1)P(C=1OC=CC1)C=1OC=CC1 (tri-(fur-2-yl)phosphine), S1C=C(C=C1)B(O)O (thiophene-3-boronic acid), O1C(=CC=C1)P(C=1OC=CC1)C=1OC=CC1 (tri-(fur-2-yl)phosphine), C([O-])([O-])=O.[K+].[K+] (Potassium carbonate). Reagents/catalysts: C=1C=CC(=CC1)/C=C/C(=O)/C=C/C2=CC=CC=C2.C=1C=CC(=CC1)/C=C/C(=O)/C=C/C2=CC=CC=C2.C=1C=CC(=CC1)/C=C/C(=O)/C=C/C2=CC=CC=C2.[Pd].[Pd] (tris(dibenzylideneacetone)dipalladium(0)), C=1C=CC(=CC1)/C=C/C(=O)/C=C/C2=CC=CC=C2.C=1C=CC(=CC1)/C=C/C(=O)/C=C/C2=CC=CC=C2.C=1C=CC(=CC1)/C=C/C(=O)/C=C/C2=CC=CC=C2.[Pd].[Pd] (tris(dibenzylideneacetone)dipalladium(0)). Solvent: O1CCCC1 (tetrahydrofuran), C1CCCCC1 (cyclohexane), C1CCCCC1.CCOCC (cyclohexane ether). Run at temperature 60 celsius, time 5 minute. Procedure: Combine tris(dibenzylideneacetone)dipalladium(0) (204 mg, 0.223 mmol) and tri-(fur-2-yl)phosphine (413 mg, 1.78 mmol) in tetrahydrofuran (60 mL). After 5 minutes, add (Z)-2-bromo-3-(1-p-toluenesulfonyl-2-carboethoxy-4,6-dichloroindol-3-yl)propenoic acid, t-butyl ester (1.85 g, 3.0 mmol), thiophene-3-boronic acid (1.16 g, 9.1 mmol), and powdered potassium carbonate (1.27 g, 9.2 mmol). Heat to 60° C. After 6 days, add thiophene-3-boronic acid (744 mg, 30 5.8 mmol),tri-(fur-2-yl)phosphine (206 mg, ... RXN SMILES: O1C=CC=C1P(C1OC=CC=1)C1OC=CC=1.Br/[C:18](=[CH:26]\[C:27]1[C:35]2[C:30](=[CH:31][C:32]([Cl:37])=[CH:33][C:34]=2[Cl:36])[N:29]([S:38]([C:41]2[CH:46]=[CH:45][C:44]([CH3:47])=[CH:43][CH:42]=2)(=[O:40])=[O:39])[C:28]=1[C:48]([O:50][CH2:51][CH3:52])=[O:49])/[C:19]([O:21][C:22]([CH3:25])([CH3:24])[CH3:23])=[O:20].[S:53]1[CH:57]=[CH:56][C:55](B(O)O)=[CH:54]1.C(=O)([O-])[O-].[K+].[K+]>O1CCCC1.C1CCCCC1.C1CCCCC1.CCOCC.C1C=CC(/C=C/C(/C=C/C2C=CC=CC=2)=O)=CC=1.C1C=CC(/C=C/C(/C=C/C2C=CC=CC=2)=O)=CC=1.C1C=CC(/C=C/C(/C=C/C2C=CC=CC=2)=O)=CC=1.[Pd].[Pd]>[S:53]1[CH:57]=[CH:56][C:55](/[C:18](=[CH:26]\[C:27]2[C:35]3[C:30](=[CH:31][C:32]([Cl:37])=[CH:33][C:34]=3[Cl:36])[N:29]([S:38]([C:41]3[CH:42]=[CH:43][C:44]([CH3:47])=[CH:45][CH:46]=3)(=[O:40])=[O:39])[C:28]=2[C:48]([O:50][CH2:51][CH3:52])=[O:49])/[C:19]([O:21][C:22]([CH3:25])([CH3:23])[CH3:24])=[O:20])=[CH:54]1 |f:3.4.5,8.9,10.11.12.13.14|. Product: S1C=C(C=C1)/C(/C(=O)OC(C)(C)C)=C\C1=C(N(C2=CC(=CC(=C12)Cl)Cl)S(=O)(=O)C1=CC=C(C=C1)C)C(=O)OCC ((E)-2-(Thien-3-yl)-3-(1-p-toluenesulfonyl-2-carboethoxy-4,6-dichloroindol-3-yl)propenoic acid, t-butyl ester).